This data is from the Open Reaction Database (ORD), a public repository of structured organic reaction records. The task is: describe an organic reaction: reactants, conditions, products, and yield Isolated yield 9.6%. As a reaction SMILES: C([SiH](CC)CC)C.B(F)(F)F.CCOCC.[Cl:17][C:18]1[CH:19]=[C:20]2[C:24](=[CH:25][CH:26]=1)[C:23](=[O:27])[NH:22][C:21]2(O)[CH3:28].[Cl:30][C:31]1[CH:39]=[C:38]2[C:34]([C:35](O)([CH3:41])[NH:36][C:37]2=[O:40])=[CH:33][CH:32]=1.C([O-])(O)=O.[Na+]>C(Cl)Cl>[Cl:17][C:18]1[CH:19]=[C:20]2[C:24](=[CH:25][CH:26]=1)[C:23](=[O:27])[NH:22][CH:21]2[CH3:28].[Cl:30][C:31]1[CH:39]=[C:38]2[C:34]([CH:35]([CH3:41])[NH:36][C:37]2=[O:40])=[CH:33][CH:32]=1 |f:1.2,5.6|. Procedure: Under N2 protection, triethylsilane (23 g, 200 mmol) and trifluoroboron etherate (8.51 g, 60 mmol) were added successively at −15° C. to a mixture of 5-chloro-3-hydroxy-3-methyl-2,3-dihydro-isoindol-1-one and 6-chloro-3-hydroxy-3-methyl-2,3-dihydro-isoindol-1-one (3.95 g, 20 mmol) in dry DCM (100 mL). Afterwards, the reaction mixture was stirred at room temperature for 2 hours and a saturated aqueous solution of NaHCO3 (30 mL) was added. The mixture was then extracted with DCM and the organic la... The reactants are C(=O)(O)[O-].[Na+] (NaHCO3), C(C)[SiH](CC)CC (triethylsilane), B(F)(F)F.CCOCC (trifluoroboron etherate), ClC=1C=C2C(NC(C2=CC1)=O)(C)O (5-chloro-3-hydroxy-3-methyl-2,3-dihydro-isoindol-1-one), ClC1=CC=C2C(NC(C2=C1)=O)(C)O (6-chloro-3-hydroxy-3-methyl-2,3-dihydro-isoindol-1-one). Run in C(Cl)Cl (DCM). Product: title compounds, ClC=1C=C2C(NC(C2=CC1)=O)C (5-chloro-3-methyl-2,3-dihydro-isoindol-1-one), ClC1=CC=C2C(NC(C2=C1)=O)C (6-chloro-3-methyl-2,3-dihydro-isoindol-1-one). Conditions: time 2 hour. Starting materials: Cl.N1=CC=C(C2=CC=CC=C12)C(=O)Cl (4-Quinolinecarboxylic acid chloride hydrochloride), C1(CCCC1)N1N=C(C(=C1N)C#N)CC (1-cyclopentyl-3-ethyl-5-amino-1H-pyrazole-4-carbonitrile). Run at temperature 250 celsius. Yields the product C1(CCCC1)N1N=C(C(=C1NC(=O)C1=CC=NC2=CC=CC=C12)C#N)CC (1-cyclopentyl-3-ethyl-4-cyano-5-(4-quinolinecarboxamido)-1H-pyrazole). Yield: 214.0%. RXN SMILES: Cl.[N:2]1[C:11]2[C:6](=[CH:7][CH:8]=[CH:9][CH:10]=2)[C:5]([C:12](Cl)=[O:13])=[CH:4][CH:3]=1.[CH:15]1([N:20]2[C:24]([NH2:25])=[C:23]([C:26]#[N:27])[C:22]([CH2:28][CH3:29])=[N:21]2)[CH2:19][CH2:18][CH2:17][CH2:16]1>>[CH:15]1([N:20]2[C:24]([NH:25][C:12]([C:5]3[C:6]4[C:11](=[CH:10][CH:9]=[CH:8][CH:7]=4)[N:2]=[CH:3][CH:4]=3)=[O:13])=[C:23]([C:26]#[N:27])[C:22]([CH2:28][CH3:29])=[N:21]2)[CH2:16][CH2:17][CH2:18][CH2:19]1 |f:0.1|. Procedure details: 4-Quinolinecarboxylic acid chloride hydrochloride (3.8 g, 6.5 mmol) and 1-cyclopentyl-3-ethyl-5-amino-1H-pyrazole-4-carbonitrile (2.8 g, 13.7 mmol) were combined and heated in an oil bath at 250° C. for 7 minutes. The reaction mixture was cooled to room temperature and the obtained solid was collected by filtration on a glass frit and was washed with chloroform. The residue was recrystallized from ethyl acetate to afford 5.0 g (100%) of 1-cyclopentyl-3-ethyl-4-cyano-5-(4-quinolinecarboxamido)-1H... The reactants are N12C[C@@H](C(CC1)CC2)OC(=O)C2(CCCCCC2)C=2SC=CC2 (1-Thiophen-2-yl-cycloheptanecarboxylic acid (R)-(1-aza-bicyclo[2.2.2]oct-3-yl)ester), C(C)OCC (diethyl ether), CCCC(C)C (isohexane), BrCC(=O)NC1=NC=C(N=C1)C (2-bromo-N-(5-methyl-pyrazin-2-yl)-acetamide). Run in C(C)#N (acetonitrile). Product: [Br-].CC=1N=CC(=NC1)NC(=O)C[N+]12C[C@@H](C(CC1)CC2)OC(=O)C2(CCCCCC2)C=2SC=CC2 ((R)-1-[(5-Methyl-pyrazin-2-ylcarbamoyl)-methyl]-3-(1-thiophen-2-yl-cycloheptanecarbonyloxy)-1-azonia-bicyclo[2.2.2]octane bromide). Yield: 32.2%. RXN SMILES: [N:1]12[CH2:8][CH2:7][CH:4]([CH2:5][CH2:6]1)[C@@H:3]([O:9][C:10]([C:12]1([C:19]3[S:20][CH:21]=[CH:22][CH:23]=3)[CH2:18][CH2:17][CH2:16][CH2:15][CH2:14][CH2:13]1)=[O:11])[CH2:2]2.[Br:24][CH2:25][C:26]([NH:28][C:29]1[CH:34]=[N:33][C:32]([CH3:35])=[CH:31][N:30]=1)=[O:27].C(OCC)C.CCCC(C)C>C(#N)C>[Br-:24].[CH3:35][C:32]1[N:33]=[CH:34][C:29]([NH:28][C:26]([CH2:25][N+:1]23[CH2:6][CH2:5][CH:4]([CH2:7][CH2:8]2)[C@@H:3]([O:9][C:10]([C:12]2([C:19]4[S:20][CH:21]=[CH:22][CH:23]=4)[CH2:18][CH2:17][CH2:16][CH2:15][CH2:14][CH2:13]2)=[O:11])[CH2:2]3)=[O:27])=[N:30][CH:31]=1 |f:5.6|. Procedure details: 1-Thiophen-2-yl-cycloheptanecarboxylic acid (R)-(1-aza-bicyclo[2.2.2]oct-3-yl)ester (Example 5d) (48 mg) was dissolved in acetonitrile (2 mL) and 2-bromo-N-(5-methyl-pyrazin-2-yl)-acetamide (Example 9a) (33 mg) was added. After stirring for 1 week diethyl ether (8 mL) and isohexane (5 mL) were added. The crystals were collected by filtration, washed with ethyl acetate (2×4 mL) and dried to afford the titled compound (26 mg). Reactants: C(C)N1CCOCC1 (N-ethylmorpholine), C1(CCCCC1)N=C=NC1CCCCC1 (dicyclohexylcarbodiimide), N[C@@H](CC1=CNC2=CC=CC=C12)C(=O)OC.Cl (H-Trp-OMe.HCl), ON1N=NC2=C1C=CC=C2 (1-hydroxybenzotriazole), N([C@@H](C(C)C)C(=O)O)C(=O)OCC1=CC=CC=C1 (Z-Val-OH). Solvent: CN(C=O)C (dimethylformamide). Conditions: temperature 0 celsius, time 1 hour. Product: N([C@@H](C(C)C)C(=O)N[C@@H](CC1=CNC2=CC=CC=C12)C(=O)OC)C(=O)OCC1=CC=CC=C1 (Z-Val-Trp-OMe). Reaction SMILES: C(N1CCOCC1)C.C1(N=C=NC2CCCCC2)CCCCC1.[NH2:24][C@H:25]([C:36]([O:38][CH3:39])=[O:37])[CH2:26][C:27]1[C:35]2[C:30](=[CH:31][CH:32]=[CH:33][CH:34]=2)[NH:29][CH:28]=1.Cl.ON1C2C=CC=CC=2N=N1.[NH:51]([C:59]([O:61][CH2:62][C:63]1[CH:68]=[CH:67][CH:66]=[CH:65][CH:64]=1)=[O:60])[C@H:52]([C:56](O)=[O:57])[CH:53]([CH3:55])[CH3:54]>CN(C)C=O>[NH:51]([C:59]([O:61][CH2:62][C:63]1[CH:68]=[CH:67][CH:66]=[CH:65][CH:64]=1)=[O:60])[C@H:52]([C:56]([NH:24][C@H:25]([C:36]([O:38][CH3:39])=[O:37])[CH2:26][C:27]1[C:35]2[C:30](=[CH:31][CH:32]=[CH:33][CH:34]=2)[NH:29][CH:28]=1)=[O:57])[CH:53]([CH3:55])[CH3:54] |f:2.3|. Procedure: 6.5 ml (approx. 50 mmoles) of N-ethylmorpholine and 11 g of dicyclohexylcarbodiimide are added at 0° C. to a solution in 100 ml of dimethylformamide of 12.64 g (50 mmoles) of H-Trp-OMe.HCl, 6.75 g (50 mmoles) of 1-hydroxybenzotriazole and 12.55 g (50 mmoles) of Z-Val-OH. The mixture is stirred for one hour at 0° C. and is allowed to stand overnight at room temperature. On the following day the precipitate is filtered off and the filtrate is stirred with 50 ml of saturated NaHCO3 solution and 1,0... Starting materials: CC1(OC(C(O1)=CC(=O)N(OC)CC1=CC=C(C=C1)F)=O)C (2-(2,2-Dimethyl-5-oxo-[1,3]dioxolan-4-ylidene)-N-(4-fluoro-benzyl)-N-methoxy-acetamide), C1(CCCCC1)S(=O)(=O)N (cyclohexanesulfonic acid amide), compound 1. Product: FC1=CC=C(CN(C(C=C(C(=O)NS(=O)(=O)C2CCCCC2)O)=O)OC)C=C1 (4-Cyclohexanesulfonylamino-3-hydroxy-4-oxo-but-2-enoic acid (4-fluoro-benzyl)-methoxy-amide). Reaction SMILES: CC1(C)[O:6][C:5](=[CH:7][C:8]([N:10]([CH2:13][C:14]2[CH:19]=[CH:18][C:17]([F:20])=[CH:16][CH:15]=2)[O:11][CH3:12])=[O:9])[C:4](=[O:21])O1.[CH:23]1([S:29]([NH2:32])(=[O:31])=[O:30])[CH2:28][CH2:27][CH2:26][CH2:25][CH2:24]1>>[F:20][C:17]1[CH:16]=[CH:15][C:14]([CH2:13][N:10]([O:11][CH3:12])[C:8](=[O:9])[CH:7]=[C:5]([OH:6])[C:4]([NH:32][S:29]([CH:23]2[CH2:28][CH2:27][CH2:26][CH2:25][CH2:24]2)(=[O:31])=[O:30])=[O:21])=[CH:19][CH:18]=1. Reported procedure: 2-(2,2-Dimethyl-5-oxo-[1,3]dioxolan-4-ylidene)-N-(4-fluoro-benzyl)-N-methoxy-acetamide was treated with cyclohexanesulfonic acid amide as described in the preparation of compound 1 to yield the title compound. LCMS (M+H) calcd for C18H24FN2O6S: 415.1; found: 415.0. 1H NMR (500 MHz, CDCl3) δ: 1.19 (overlapping m, 30,1.63 (overlapping m, 3), 1.90 (br m, 2), 2.17 (m, 2), 3.51 (m, 1), 3.69 (s, 3), 4.78 (s, 2), 6.53 (s, 1), 7.00 (m, 2), 7.26 (m, 2). Starting materials: O=C(C(=O)OCC)NC1=NC2=CC=CC=C2C=C1 (ethyl 2-oxo-2-(quinolin-2-ylamino)acetate), NCCOC1CCC(CC1)NC1=CC(=C(C=C1)[N+](=O)[O-])C(F)(F)F (N—(-4-(2-aminoethoxy)cyclohexyl)-4-nitro-3-(trifluoromethyl)benzenamine). The solvent is O1CCCC1 (tetrahydrofuran). Run at time 8 hour. Product: [N+](=O)([O-])C1=C(C=C(C=C1)NC1CCC(CC1)OCCNC(C(=O)NC1=NC2=CC=CC=C2C=C1)=O)C(F)(F)F (N1-(2-(-4-(4-nitro-3-(trifluoromethyl)phenylamino) cyclohexyloxy)ethyl)-N2-(quinolin-2-yl)oxalamide). The yield is 46.9%. Reaction SMILES: [O:1]=[C:2]([NH:8][C:9]1[CH:18]=[CH:17][C:16]2[C:11](=[CH:12][CH:13]=[CH:14][CH:15]=2)[N:10]=1)[C:3]([O:5]CC)=O.[NH2:19][CH2:20][CH2:21][O:22][CH:23]1[CH2:28][CH2:27][CH:26]([NH:29][C:30]2[CH:35]=[CH:34][C:33]([N+:36]([O-:38])=[O:37])=[C:32]([C:39]([F:42])([F:41])[F:40])[CH:31]=2)[CH2:25][CH2:24]1>O1CCCC1>[N+:36]([C:33]1[CH:34]=[CH:35][C:30]([NH:29][CH:26]2[CH2:25][CH2:24][CH:23]([O:22][CH2:21][CH2:20][NH:19][C:3](=[O:5])[C:2]([NH:8][C:9]3[CH:18]=[CH:17][C:16]4[C:11](=[CH:12][CH:13]=[CH:14][CH:15]=4)[N:10]=3)=[O:1])[CH2:28][CH2:27]2)=[CH:31][C:32]=1[C:39]([F:40])([F:41])[F:42])([O-:38])=[O:37]. Reported procedure: The mixture of ethyl 2-oxo-2-(quinolin-2-ylamino)acetate (56 mg, 0.23 mmol) and N—(-4-(2-aminoethoxy)cyclohexyl)-4-nitro-3-(trifluoromethyl)benzenamine (80 mg, 0.23 mmol) in tetrahydrofuran (2 mL) was stirred overnight at room temperature and then concentrated under vacuum to give a residue, which was purified by HPLC to afford N1-(2-(-4-(4-nitro-3-(trifluoromethyl)phenylamino) cyclohexyloxy)ethyl)-N2-(quinolin-2-yl)oxalamide as a yellow solid (58.8 mg, 46%). (ES, m/z): [M+H]+ 546.10; 1H NMR (40... The reactants are [H-].[H-].[H-].[H-].[Li+].[Al+3] (LAH), ClC1=CC=C(C=C1)C1=C(SC(=C1)F)COC1=C(C(=C(C=C1)CCC(=O)OCC)C)C (ethyl 3-(4-((3-(4-chlorophenyl)-5-fluorothiophen-2-yl)methoxy)-2,3-dimethyl phenyl)propanoate). Product: ClC1=CC=C(C=C1)C1=C(SC(=C1)F)COC1=C(C(=C(C=C1)CCCO)C)C (3-(4-[[3-(4-chlorophenyl)-5-fluorothiophen-2-yl]methoxy]-2,3-dimethylphenyl)propan-1-ol). Reaction SMILES: [H-].[H-].[H-].[H-].[Li+].[Al+3].[Cl:7][C:8]1[CH:13]=[CH:12][C:11]([C:14]2[CH:18]=[C:17]([F:19])[S:16][C:15]=2[CH2:20][O:21][C:22]2[CH:27]=[CH:26][C:25]([CH2:28][CH2:29][C:30](OCC)=[O:31])=[C:24]([CH3:35])[C:23]=2[CH3:36])=[CH:10][CH:9]=1>>[Cl:7][C:8]1[CH:13]=[CH:12][C:11]([C:14]2[CH:18]=[C:17]([F:19])[S:16][C:15]=2[CH2:20][O:21][C:22]2[CH:27]=[CH:26][C:25]([CH2:28][CH2:29][CH2:30][OH:31])=[C:24]([CH3:35])[C:23]=2[CH3:36])=[CH:10][CH:9]=1 |f:0.1.2.3.4.5|. Procedure details: The title compound was prepared according to the procedure described in Example 223 by LAH reduction of ethyl 3-(4-((3-(4-chlorophenyl)-5-fluorothiophen-2-yl)methoxy)-2,3-dimethyl phenyl)propanoate to give the desired product as off-white oil. 1H NMR (300 MHz, CD3OD) δ: 7.36-7.39 (m, 4H), 6.85 (d, J=8.4 Hz, 1H), 6.63 (s, 1H), 6.58 (d, J=8.1 Hz, 1H), 4.98 (s, 2H), 3.54 (t, J=6.3 Hz, 2H), 2.58-2.63 (m, 2H), 2.17 (s, 3H), 2.10 (s, 3H), 1.64-1.74 (m, 2H). Mass spectrum (ESI, m/z): Calcd. for C22H22C... Reactants: ClCCCCBr, CN(C)C=O, [H-], [Na+], O, O=c1ccc2ccccc2[nH]1. Yields the product O=c1ccc2ccccc2n1CCCCCl. As a reaction SMILES: [Br:19][CH2:20][CH2:21][CH2:22][CH2:23][Cl:24].[CH3:3][N:4]([CH3:5])[CH:6]=[O:7].[H-:1].[Na+:2].[OH2:25].[nH:8]1[c:9](=[O:18])[cH:10][cH:11][c:12]2[cH:13][cH:14][cH:15][cH:16][c:17]12>>[n:8]1([CH2:20][CH2:21][CH2:22][CH2:23][Cl:24])[c:9](=[O:18])[cH:10][cH:11][c:12]2[cH:13][cH:14][cH:15][cH:16][c:17]12. As a reaction SMILES: [NH2:1][c:2]1[c:3]([N:14]=[O:15])[c:4](=[O:13])[nH:5][c:6](=[O:12])[n:7]1[CH2:8][CH2:9][CH2:10][CH3:11].[O:16]=[CH:17][N:18]([CH3:19])[CH3:20]>>[NH2:1][c:2]1[c:3]([NH2:14])[c:4](=[O:13])[nH:5][c:6](=[O:12])[n:7]1[CH2:8][CH2:9][CH2:10][CH3:11]. Product: CCCCn1c(N)c(N)c(=O)[nH]c1=O. The reactants are CCCCn1c(N)c(N=O)c(=O)[nH]c1=O, CN(C)C=O.